From a dataset of the Open Reaction Database (ORD), a public repository of structured organic reaction records. describe an organic reaction: reactants, conditions, products, and yield Starting materials: C1CCOC1, O=C(NCCCl)Nc1cccnc1, [H-], [Na+], CN(C)C=O. The product is O=C1NCCN1c1cccnc1. Reaction SMILES: [CH2:21]1[O:22][CH2:23][CH2:24][CH2:25]1.[Cl:1][CH2:2][CH2:3][NH:4][C:5](=[O:6])[NH:7][c:8]1[cH:9][n:10][cH:11][cH:12][cH:13]1.[H-:14].[Na+:15].[O:16]=[CH:17][N:18]([CH3:19])[CH3:20]>>[CH2:2]1[CH2:3][NH:4][C:5](=[O:6])[N:7]1[c:8]1[cH:9][n:10][cH:11][cH:12][cH:13]1. Starting materials: CC(C)(C)[Si](C)(C)Cl, COC(=O)c1cc(CO)ccc1-c1cc(OC)ccc1F, CN(C)C=O, c1c[nH]cn1. The product is COC(=O)c1cc(CO[Si](C)(C)C(C)(C)C)ccc1-c1cc(OC)ccc1F. Reaction SMILES: [C:22]([CH3:23])([CH3:24])([CH3:25])[Si:26]([Cl:27])([CH3:28])[CH3:29].[F:1][c:2]1[c:3](-[c:10]2[c:11]([C:18](=[O:19])[O:20][CH3:21])[cH:12][c:13]([CH2:16][OH:17])[cH:14][cH:15]2)[cH:4][c:5]([O:8][CH3:9])[cH:6][cH:7]1.[O:35]=[CH:36][N:37]([CH3:38])[CH3:39].[nH:30]1[cH:31][cH:32][n:33][cH:34]1>>[F:1][c:2]1[c:3](-[c:10]2[c:11]([C:18](=[O:19])[O:20][CH3:21])[cH:12][c:13]([CH2:16][O:17][Si:26]([C:22]([CH3:23])([CH3:24])[CH3:25])([CH3:28])[CH3:29])[cH:14][cH:15]2)[cH:4][c:5]([O:8][CH3:9])[cH:6][cH:7]1. The reactants are CCS(N)(=O)=O, CN(C)c1ccncc1, COc1nc(NCCc2ccc(Cl)cc2Cl)cc(-c2cccc(C(F)(F)C(=O)O)c2)n1, ClCCl. The product is CCS(=O)(=O)NC(=O)C(F)(F)c1cccc(-c2cc(NCCc3ccc(Cl)cc3Cl)nc(OC)n2)c1. Reaction SMILES: [CH2:32]([CH3:33])[S:34](=[O:35])(=[O:36])[NH2:37].[CH3:38][N:39]([CH3:40])[c:41]1[cH:42][cH:43][n:44][cH:45][cH:46]1.[Cl:1][c:2]1[c:3]([CH2:9][CH2:10][NH:11][c:12]2[cH:13][c:14](-[c:20]3[cH:21][c:22]([C:26]([C:27](=[O:28])[OH:29])([F:30])[F:31])[cH:23][cH:24][cH:25]3)[n:15][c:16]([O:18][CH3:19])[n:17]2)[cH:4][cH:5][c:6]([Cl:8])[cH:7]1.[Cl:47][CH2:48][Cl:49]>>[Cl:1][c:2]1[c:3]([CH2:9][CH2:10][NH:11][c:12]2[cH:13][c:14](-[c:20]3[cH:21][c:22]([C:26]([C:27](=[O:28])[NH:37][S:34]([CH2:32][CH3:33])(=[O:35])=[O:36])([F:30])[F:31])[cH:23][cH:24][cH:25]3)[n:15][c:16]([O:18][CH3:19])[n:17]2)[cH:4][cH:5][c:6]([Cl:8])[cH:7]1. The reactants are O=c1cnc2c(Br)nc(SCc3cccc(F)c3F)nc2[nH]1, NCCO. Yields the product O=c1cnc2c(NCCO)nc(SCc3cccc(F)c3F)nc2[nH]1. RXN SMILES: [Br:1][c:2]1[n:3][c:4]([S:13][CH2:14][c:15]2[c:16]([F:22])[c:17]([F:21])[cH:18][cH:19][cH:20]2)[n:5][c:6]2[nH:7][c:8](=[O:12])[cH:9][n:10][c:11]12.[NH2:23][CH2:24][CH2:25][OH:26]>>[c:2]1([NH:23][CH2:24][CH2:25][OH:26])[n:3][c:4]([S:13][CH2:14][c:15]2[c:16]([F:22])[c:17]([F:21])[cH:18][cH:19][cH:20]2)[n:5][c:6]2[nH:7][c:8](=[O:12])[cH:9][n:10][c:11]12. Starting materials: C(C)(C)(C)OC(=O)NCC=1C=C(C(=O)O)C=CC1 (3-(tert-Butoxycarbonylaminomethyl)benzoic acid), C1=CC2=C(N=C1)N(N=N2)O (7-aza-1-hydroxybenzotriazole), Cl.CN(CCCN=C=NCC)C (N-(3-Dimethylaminopropyl)-N'-ethylcarbodiimide hydrochloride), N[C@@H](C(=O)N(C)CCC1=C(C=CC=C1)OCCO)CC1=CC2=CC=CC=C2C=C1 ((2R)-2-amino-N-{2-[2-(2-hydroxyethoxy)phenyl]ethyl}-N-methyl-3-(2-naphthyl)propionamide), C(C)N(C(C)C)C(C)C (ethyldiisopropylamine). Run in C(C)(=O)OCC (ethyl acetate), ClCCl (dichloromethane), CN(C=O)C (N,N-dimethylformamide). Conditions: temperature 0 celsius, time 15 minute. Yields the product C(C)(C)(C)OC(NCC1=CC(=CC=C1)C(N[C@H](CC1=CC2=CC=CC=C2C=C1)C(N(C)CCC1=C(C=CC=C1)OCCO)=O)=O)=O (((3-((1R)-1-(N-(2-(2-(2-hydroxyethoxy)phenyl)ethyl)-N-methylcarbamoyl)-2-(2-naphthyl)ethylcarbamoyl)phenyl)methyl)carbamic acid tert-butyl ester). The yield is 74.9%. Reaction SMILES: [C:1]([O:5][C:6]([NH:8][CH2:9][C:10]1[CH:11]=[C:12]([CH:16]=[CH:17][CH:18]=1)[C:13]([OH:15])=O)=[O:7])([CH3:4])([CH3:3])[CH3:2].C1C=NC2N(O)N=NC=2C=1.Cl.CN(C)CCCN=C=NCC.[NH2:41][C@H:42]([CH2:59][C:60]1[CH:69]=[CH:68][C:67]2[C:62](=[CH:63][CH:64]=[CH:65][CH:66]=2)[CH:61]=1)[C:43]([N:45]([CH2:47][CH2:48][C:49]1[CH:54]=[CH:53][CH:52]=[CH:51][C:50]=1[O:55][CH2:56][CH2:57][OH:58])[CH3:46])=[O:44].C(N(C(C)C)C(C)C)C>CN(C)C=O.ClCCl.C(OCC)(=O)C>[C:1]([O:5][C:6](=[O:7])[NH:8][CH2:9][C:10]1[CH:18]=[CH:17][CH:16]=[C:12]([C:13](=[O:15])[NH:41][C@@H:42]([C:43](=[O:44])[N:45]([CH2:47][CH2:48][C:49]2[CH:54]=[CH:53][CH:52]=[CH:51][C:50]=2[O:55][CH2:56][CH2:57][OH:58])[CH3:46])[CH2:59][C:60]2[CH:69]=[CH:68][C:67]3[C:62](=[CH:63][CH:64]=[CH:65][CH:66]=3)[CH:61]=2)[CH:11]=1)([CH3:2])([CH3:3])[CH3:4] |f:2.3|. Reported procedure: 3-(tert-Butoxycarbonylaminomethyl)benzoic acid (113 mg, 0.45 mmol) and 7-aza-1-hydroxybenzotriazole (61 mg, 0.45 mmol) were dissolved in N,N-dimethylformamide (1 ml) and dichloromethane (1 ml). The solution was cooled to 0° C. N-(3-Dimethylaminopropyl)-N'-ethylcarbodiimide hydrochloride (86 mg, 0.45 mmol) was added. The reaction mixture was stirred for 15 min at 0° C. A solution of (2R)-2-amino-N-{2-[2-(2-hydroxyethoxy)phenyl]ethyl}-N-methyl-3-(2-naphthyl)propionamide (175 mg, 0.45 mmol) and eth... Reactants: OC=C1C(NC2=CC(=CC=C12)C(=O)C=1C=C(C=CC1)NC(=O)C=1C=NN(C1Cl)C)=O (5-Chloro-1-methyl-1H-pyrazole-4-carboxylic acid [3-(3-hydroxymethylene-2-oxo-2,3-dihydro-1H-indole-6-carbonyl)-phenyl]-amide), C1CCOC1 (THF), CN1CCN(CC1)C1=CC=C(C=C1)N (4-(4-methyl-piperazin-1-yl)-phenylamine). The solvent is CCOC(=O)C (EtOAc), Hexanes. Run at temperature 65 celsius, time 24 hour. Product: CN1CCN(CC1)C1=CC=C(C=C1)NC=C1C(NC2=CC(=CC=C12)C(=O)C=1C=C(C=CC1)NC(=O)C=1C=NN(C1Cl)C)=O (5-Chloro-1-methyl-1H-pyrazole-4-carboxylic acid [3-(3-{[4-(4-methyl-piperazin-1-yl)-phenylamino]-methylene}-2-oxo-2,3-dihydro-1H-indole-6-carbonyl)-phenyl]-amide). The yield is 71.0%. RXN SMILES: O[CH:2]=[C:3]1[C:11]2[C:6](=[CH:7][C:8]([C:12]([C:14]3[CH:15]=[C:16]([NH:20][C:21]([C:23]4[CH:24]=[N:25][N:26]([CH3:29])[C:27]=4[Cl:28])=[O:22])[CH:17]=[CH:18][CH:19]=3)=[O:13])=[CH:9][CH:10]=2)[NH:5][C:4]1=[O:30].C1COCC1.[CH3:36][N:37]1[CH2:42][CH2:41][N:40]([C:43]2[CH:48]=[CH:47][C:46]([NH2:49])=[CH:45][CH:44]=2)[CH2:39][CH2:38]1>CCOC(C)=O>[CH3:36][N:37]1[CH2:38][CH2:39][N:40]([C:43]2[CH:48]=[CH:47][C:46]([NH:49][CH:2]=[C:3]3[C:11]4[C:6](=[CH:7][C:8]([C:12]([C:14]5[CH:15]=[C:16]([NH:20][C:21]([C:23]6[CH:24]=[N:25][N:26]([CH3:29])[C:27]=6[Cl:28])=[O:22])[CH:17]=[CH:18][CH:19]=5)=[O:13])=[CH:9][CH:10]=4)[NH:5][C:4]3=[O:30])=[CH:45][CH:44]=2)[CH2:41][CH2:42]1. Reported procedure: A small screw cap test tube was charged with 5-Chloro-1-methyl-1H-pyrazole-4-carboxylic acid [3-(3-hydroxymethylene-2-oxo-2,3-dihydro-1H-indole-6-carbonyl)-phenyl]-amide (prepared below, 100 mg, 0.237 mmol) and THF (2.5 mL). To the resulting solution was added 4-(4-methyl-piperazin-1-yl)-phenylamine (59.2 mg, 0.309 mmol), and the mixture was stirred for 24 h at 65° C. Subsequently, the reaction mixture was cooled to room temperature and diluted with EtOAc (5 mL) and Hexanes (40 mL). The precipit... As a reaction SMILES: [CH2:1]([c:2]1[cH:3][cH:4][cH:5][cH:6][cH:7]1)[O:8][C:9](=[O:10])[NH:11][CH:12]([CH:13]([CH3:14])[CH3:15])[C:16](=[O:17])[O:18][CH:19]([C:20](=[O:21])[O:22][CH2:23][Cl:24])[CH:25]([CH3:26])[CH3:27].[I-:28]>>[CH2:1]([c:2]1[cH:3][cH:4][cH:5][cH:6][cH:7]1)[O:8][C:9](=[O:10])[NH:11][CH:12]([CH:13]([CH3:14])[CH3:15])[C:16](=[O:17])[O:18][CH:19]([C:20](=[O:21])[O:22][CH2:23][I:28])[CH:25]([CH3:26])[CH3:27]. Product: CC(C)C(NC(=O)OCc1ccccc1)C(=O)OC(C(=O)OCI)C(C)C. Starting materials: CC(C)C(NC(=O)OCc1ccccc1)C(=O)OC(C(=O)OCCl)C(C)C, [I-]. Reactants: BrN1C(CCC1=O)=O (N-bromosuccinimide), FC1=CC=C(C=C1)C1=C(N=C(S1)C)C(=O)N1C(COCC1)CC=1OC=C(N1)C1=CC=CC=C1 ((RS)-1-[5-(4-fluoro-phenyl)-2-methyl-thiazol-4-yl]-1-[3-(4-phenyl-oxazol-2-ylmethyl)-morpholin-4-yl]-methanone), BrN1C(CCC1=O)=O (N-bromosuccinimide). Solvent: C(Cl)(Cl)(Cl)Cl (carbon tetrachloride). Reaction conditions: time 24 hour. Product: BrC1=C(N=C(O1)CC1N(CCOC1)C(=O)C=1N=C(SC1C1=CC=C(C=C1)F)C)C1=CC=CC=C1 ((RS)-1-[3-(5-Bromo-4-phenyl-oxazol-2-ylmethyl)-morpholin-4-yl]-1-[5-(4-fluoro-phenyl)-2-methyl-thiazol-4-yl]-methanone). Yield: 66.2%. As a reaction SMILES: [F:1][C:2]1[CH:7]=[CH:6][C:5]([C:8]2[S:12][C:11]([CH3:13])=[N:10][C:9]=2[C:14]([N:16]2[CH2:21][CH2:20][O:19][CH2:18][CH:17]2[CH2:22][C:23]2[O:24][CH:25]=[C:26]([C:28]3[CH:33]=[CH:32][CH:31]=[CH:30][CH:29]=3)[N:27]=2)=[O:15])=[CH:4][CH:3]=1.[Br:34]N1C(=O)CCC1=O>C(Cl)(Cl)(Cl)Cl>[Br:34][C:25]1[O:24][C:23]([CH2:22][CH:17]2[CH2:18][O:19][CH2:20][CH2:21][N:16]2[C:14]([C:9]2[N:10]=[C:11]([CH3:13])[S:12][C:8]=2[C:5]2[CH:6]=[CH:7][C:2]([F:1])=[CH:3][CH:4]=2)=[O:15])=[N:27][C:26]=1[C:28]1[CH:29]=[CH:30][CH:31]=[CH:32][CH:33]=1. Procedure: The compound of example 67 (0.152 g) was dissolved in carbon tetrachloride (10 ml) and was then treated with N-bromosuccinimide (0.058 g) and stirred under argon at room temperature for 24 h. A further quantity of N-bromosuccinimide (0.006 g) was added and the mixture stirred for a further 1 h. The mixture was filtered through a cotton wool plug and the filtrate was evaporated to dryness under reduced pressure. The residue was column chromatographed (silica gel, 0→40% ethyl acetate-pentane) to g... Reactants: C(C1=CC=CC=C1)(=O)NC1=C(C(=O)OC(C)(C)C)C=CC(=C1)C1=CC(=C(C=C1)O)Cl (tert-butyl 2-(benzamido)-4-(3-chloro-4-hydroxyphenyl)benzoate). Run in FC(C(=O)O)(F)F (trifluoroacetic acid). Reaction conditions: time 2 hour. Product: C(C1=CC=CC=C1)(=O)NC1=C(C(=O)O)C=CC(=C1)C1=CC(=C(C=C1)O)Cl (2-(benzamido)-4-(3-chloro-4-hydroxyphenyl)benzoic acid). As a reaction SMILES: [C:1]([NH:9][C:10]1[CH:22]=[C:21]([C:23]2[CH:28]=[CH:27][C:26]([OH:29])=[C:25]([Cl:30])[CH:24]=2)[CH:20]=[CH:19][C:11]=1[C:12]([O:14]C(C)(C)C)=[O:13])(=[O:8])[C:2]1[CH:7]=[CH:6][CH:5]=[CH:4][CH:3]=1>FC(F)(F)C(O)=O>[C:1]([NH:9][C:10]1[CH:22]=[C:21]([C:23]2[CH:28]=[CH:27][C:26]([OH:29])=[C:25]([Cl:30])[CH:24]=2)[CH:20]=[CH:19][C:11]=1[C:12]([OH:14])=[O:13])(=[O:8])[C:2]1[CH:3]=[CH:4][CH:5]=[CH:6][CH:7]=1. Reported procedure: 10 mL of trifluoroacetic acid was added to the obtained tert-butyl 2-(benzamido)-4-(3-chloro-4-hydroxyphenyl)benzoate and stirred at room temperature for 2 hours. The solvent was evaporated under reduced pressure and toluene was added. The solvent was evaporated under reduced pressure and diisopropyl ether was added to the obtained residue and a solid substance was separated by filtration to obtain 94 mg of 2-(benzamido)-4-(3-chloro-4-hydroxyphenyl)benzoic acid as white solid. Reactants: CCOC(=O)C.C(Cl)Cl (EtOAc DCM), ClC(=O)OCC1=CC=CC=C1 (Benzyl chloroformate), CCN(C(C)C)C(C)C (DIPEA), Cl.COC(=O)[C@@H]1CCCCCOC=2C=CC(C[C@@H](C(N[C@H](C(N1)=O)CC(C)C)=O)N)=CC2 ((8S,11S,14S)-14-Amino-11-isobutyl-10,13-dioxo-2-oxa-9,12-diaza-bicyclo[14.2.2]icosa-1(19),16(20),17-triene-8-carboxylic acid methyl ester hydrochloride). The solvent is CN(C)C=O (DMF). Conditions: time 18 hour. The product is COC(=O)[C@@H]1CCCCCOC=2C=CC(C[C@@H](C(N[C@H](C(N1)=O)CC(C)C)=O)NC(=O)OCC1=CC=CC=C1)=CC2 ((8S,11S,14S)-14-Benzyloxycarbonylamino-11-isobutyl-10,13-dioxo-2-oxa-9,12-diaza-bicyclo[14.2.2]icosa-1(19),16(20),17-triene-8-carboxylic acid methyl ester). RXN SMILES: Cl.[CH3:2][O:3][C:4]([C@H:6]1[NH:23][C:22](=[O:24])[C@H:21]([CH2:25][CH:26]([CH3:28])[CH3:27])[NH:20][C:19](=[O:29])[C@@H:18]([NH2:30])[CH2:17][C:16]2=[CH:31][CH:32]=[C:13]([CH:14]=[CH:15]2)[O:12][CH2:11][CH2:10][CH2:9][CH2:8][CH2:7]1)=[O:5].Cl[C:34]([O:36][CH2:37][C:38]1[CH:43]=[CH:42][CH:41]=[CH:40][CH:39]=1)=[O:35].CCN(C(C)C)C(C)C.CCOC(C)=O.C(Cl)Cl>CN(C=O)C>[CH3:2][O:3][C:4]([C@H:6]1[NH:23][C:22](=[O:24])[C@H:21]([CH2:25][CH:26]([CH3:28])[CH3:27])[NH:20][C:19](=[O:29])[C@@H:18]([NH:30][C:34]([O:36][CH2:37][C:38]2[CH:43]=[CH:42][CH:41]=[CH:40][CH:39]=2)=[O:35])[CH2:17][C:16]2=[CH:31][CH:32]=[C:13]([CH:14]=[CH:15]2)[O:12][CH2:11][CH2:10][CH2:9][CH2:8][CH2:7]1)=[O:5] |f:0.1,4.5|. Procedure details: Amine 25 (0.550 g, 1.17 mmol) was dissolved in anhydrous DMF (20 mL). Benzyl chloroformate (0.250 mL, 1.76 mmol) and DIPEA (0.815 mL, 4.68 mmol) were added and the reaction mixture was stirred at rt for 18 h before being partitioned between EtOAc and 1M hydrochloric acid. The aqueous phase was extracted twice more with EtOAc and the combined organic extracts were dried (MgSO4), filtered and concentrated in vacuo. The crude material was purified by flash chromatography on silica using a gradient ...